Dataset: the Open Reaction Database (ORD), a public repository of structured organic reaction records. Task: describe an organic reaction: reactants, conditions, products, and yield Product: C(#N)C=1C=C(C=CC1)C1=NOC(=C1C(=O)O)COC (3-(3-cyanophenyl)-5-(methoxymethyl)-isoxazole-4-carboxylic acid). RXN SMILES: [C:1]([C:3]1[CH:4]=[C:5]([C:9]2[C:13]([C:14]([O:16]C)=[O:15])=[C:12]([CH2:18][O:19][CH3:20])[O:11][N:10]=2)[CH:6]=[CH:7][CH:8]=1)#[N:2].O.[OH-].[Li+]>C1COCC1.O>[C:1]([C:3]1[CH:4]=[C:5]([C:9]2[C:13]([C:14]([OH:16])=[O:15])=[C:12]([CH2:18][O:19][CH3:20])[O:11][N:10]=2)[CH:6]=[CH:7][CH:8]=1)#[N:2] |f:1.2.3|. Procedure: Methyl 3-(3-cyanophenyl)-5-(methoxymethyl)isoxazole-4-carboxylate (1.12 g, 4.1 mmol) was dissolved in 3 mL THF and 1 mL water. Lithium hydroxide monohydrate (0.20 g, 4.9 mmol) was added and the reaction was allowed to stir for 24 hours under N2. The solvent was removed in vacuo and redissolved in 100 mL of water. The resulting solution was extracted with 30 mL EtOAc twice then acidified with 1N HCl to pH 3. The acidic solution was extracted three times with 30 mL of EtOAc. The combined organic w... The solvent is C1CCOC1 (THF), O (water). The yield is 75.6%. Reactants: C(#N)C=1C=C(C=CC1)C1=NOC(=C1C(=O)OC)COC (Methyl 3-(3-cyanophenyl)-5-(methoxymethyl)isoxazole-4-carboxylate), O.[OH-].[Li+] (Lithium hydroxide monohydrate). Conditions: time 24 hour. Reactants: CC1(OC2(NC1=O)CC(NC(C2)(C)C)(C)C)C(C)C (2,7,7,9,9-pentamethyl-2-isopropyl-1-oxa-4,8-diaza-spiro[4.5]decan-3-one), C1C(O1)CO (glycidol). Reagents/catalysts: Cl (HCl). The solvent is C(CCCCC)O (hexanol). Yields the product CC1(OC2(NC1=O)CC(N(C(C2)(C)C)CC(CO)O)(C)C)C(C)C (2,7,7,9,9-Pentamethyl-2-isopropyl-8-(2,3-dihydroxypropyl)-1-oxa-4,8-diaza-spiro[4.5]decan-3-one). As a reaction SMILES: [CH3:1][C:2]1([CH:17]([CH3:19])[CH3:18])[C:6](=[O:7])[NH:5][C:4]2([CH2:12][C:11]([CH3:14])([CH3:13])[NH:10][C:9]([CH3:16])([CH3:15])[CH2:8]2)[O:3]1.[CH2:20]1[O:22][CH:21]1[CH2:23][OH:24]>C(O)CCCCC.Cl>[CH3:1][C:2]1([CH:17]([CH3:19])[CH3:18])[C:6](=[O:7])[NH:5][C:4]2([CH2:8][C:9]([CH3:16])([CH3:15])[N:10]([CH2:20][CH:21]([OH:22])[CH2:23][OH:24])[C:11]([CH3:14])([CH3:13])[CH2:12]2)[O:3]1. Reported procedure: 26.8 g (0.1 mole) of 2,7,7,9,9-pentamethyl-2-isopropyl-1-oxa-4,8-diaza-spiro[4.5]decan-3-one and 7.4 g (0.1 mole) of glycidol in 60 ml of hexanol were stirred for 65 hours at 140° C. in a stirring apparatus, using as catalyst 3 drops of concentrated HCl. The mixture was then evaporated on a rotary evaporator and the residue was recrystallized from xylene/methanol. Reactants: BrC1=CC(=C(N)C=C1)C (4-bromo-2-methylaniline), C1(=CC=CC=C1)S(=O)(=O)N1C=C(C=2C1=NC=CC2)C2=NC(=NC=C2)Cl (1-benzenesulfonyl-3-(2-chloro-pyrimidin-4-yl)-1H-pyrrolo[2,3-b]pyridine). Yields the product BrC1=CC(=C(C=C1)NC1=NC=CC(=N1)C1=CNC2=NC=CC=C21)C ((4-Bromo-2-methylphenyl)-[4-(1H-pyrrolo[2,3-b]pyridin-3-yl)-pyrimidin-2-yl]-amine). The yield is 41.4%. As a reaction SMILES: [Br:1][C:2]1[CH:8]=[CH:7][C:5]([NH2:6])=[C:4]([CH3:9])[CH:3]=1.C1(S([N:19]2[C:23]3=[N:24][CH:25]=[CH:26][CH:27]=[C:22]3[C:21]([C:28]3[CH:33]=[CH:32][N:31]=[C:30](Cl)[N:29]=3)=[CH:20]2)(=O)=O)C=CC=CC=1>>[Br:1][C:2]1[CH:8]=[CH:7][C:5]([NH:6][C:30]2[N:29]=[C:28]([C:21]3[C:22]4[C:23](=[N:24][CH:25]=[CH:26][CH:27]=4)[NH:19][CH:20]=3)[CH:33]=[CH:32][N:31]=2)=[C:4]([CH3:9])[CH:3]=1. Procedure: Using the procedure of example 1, 4-bromo-2-methylaniline (300 mg) was reacted with compound 1f (200 mg) to provide compound 41 (85 mg, 41%). 1H NMR (400 MHz, DMSO) δ 12.28 (br s, 1H), 8.75 (br s, 1H), 8.55 (d, J=7.8 Hz, 1H), 8.43 (s, 1H), 8.28 (d, J=7.2 Hz, 1H), 8.26 (m, 1H), 7.52 (m, 2H), 7.40 (d, J=10.8 Hz, 1H), 7.27 (d, J=7.2 Hz, 1H), 7.06 (dd, J=10.8 Hz, 6.0 Hz, 1H), 2.25 (s, 3H). The reactants are ClB(Cl)Cl, COc1cc(OC(F)(F)F)ccc1C(C)=O, ClCCl. Product: CC(=O)c1ccc(OC(F)(F)F)cc1O. RXN SMILES: [B:17]([Cl:18])([Cl:19])[Cl:20].[CH3:1][O:2][c:3]1[c:4]([C:14]([CH3:15])=[O:16])[cH:5][cH:6][c:7]([O:9][C:10]([F:11])([F:12])[F:13])[cH:8]1.[Cl:21][CH2:22][Cl:23]>>[OH:2][c:3]1[c:4]([C:14]([CH3:15])=[O:16])[cH:5][cH:6][c:7]([O:9][C:10]([F:11])([F:12])[F:13])[cH:8]1. The reactants are [NH2-].[Na+] (sodamide), C(CCCCCCC\C=C/CCCCCCCC)(=O)O (oleic acid), OC=1C=NC=CC1 (3-hydroxypyridine). Solvent: C=1(C(=CC=CC1)C)C (xylene). Yields the product OC=1C=NC=CC1 (3-hydroxypyridine), NC1=NC=CC=C1O (2-amino-3 -hydroxypyridine). As a reaction SMILES: [NH2-:1].[Na+].C(O)(=O)CCCCCCC/C=C\CCCCCCCC.[OH:23][C:24]1[CH:25]=[N:26][CH:27]=[CH:28][CH:29]=1>C1(C)C(C)=CC=CC=1>[OH:23][C:24]1[CH:25]=[N:26][CH:27]=[CH:28][CH:29]=1.[NH2:1][C:25]1[C:24]([OH:23])=[CH:29][CH:28]=[CH:27][N:26]=1 |f:0.1|. Reported procedure: A mixture of 89.7 g (2.3 moles) of sodamide, 500 cc of xylene containing 0.1 cc of oleic acid and 95 g (1 mole) of 3-hydroxypyridine was placed in a Magne Drive as described in Example 2. The autoclave was closed and purged of air with ammonia, pressurized with ammonia to 40 psig and to 200 psig with nitrogen. The pressure relief valve was set at 350 psig. The mixture was heated (158°-186° ) for almost 5 hours, during which time hydrogen was evolved. The autoclave was cooled to room temperature,... The reactants are CC(O[Si](C)(C)C(C)(C)C)c1ccc2ccc3ncc(Cl)cc3c(=O)c2c1, Cn1cc(B2OC(C)(C)C(C)(C)O2)cn1, [Na+], [Na+], O=C([O-])[O-], Cl[Pd]Cl, c1ccc(P(c2ccccc2)c2ccccc2)cc1, c1ccc(P(c2ccccc2)c2ccccc2)cc1. Yields the product CC(O[Si](C)(C)C(C)(C)C)c1ccc2ccc3ncc(-c4cnn(C)c4)cc3c(=O)c2c1. As a reaction SMILES: [C:1]([CH3:2])([CH3:3])([CH3:4])[Si:5]([O:6][CH:7]([CH3:8])[c:9]1[cH:10][cH:11][c:12]2[c:13]([c:14](=[O:24])[c:15]3[c:16]([n:17][cH:18][c:19]([Cl:21])[cH:20]3)[cH:22][cH:23]2)[cH:25]1)([CH3:26])[CH3:27].[CH3:28][n:29]1[n:30][cH:31][c:32]([B:34]2[O:35][C:36]([CH3:37])([CH3:38])[C:39]([CH3:40])([CH3:41])[O:42]2)[cH:33]1.[Na+:43].[Na+:44].[O-:45][C:46](=[O:47])[O-:48].[Pd:49]([Cl:50])[Cl:51].[c:52]1([P:53]([c:54]2[cH:55][cH:56][cH:57][cH:58][cH:59]2)[c:60]2[cH:61][cH:62][cH:63][cH:64][cH:65]2)[cH:66][cH:67][cH:68][cH:69][cH:70]1.[c:71]1([P:72]([c:73]2[cH:74][cH:75][cH:76][cH:77][cH:78]2)[c:79]2[cH:80][cH:81][cH:82][cH:83][cH:84]2)[cH:85][cH:86][cH:87][cH:88][cH:89]1>>[C:1]([CH3:2])([CH3:3])([CH3:4])[Si:5]([O:6][CH:7]([CH3:8])[c:9]1[cH:10][cH:11][c:12]2[c:13]([c:14](=[O:24])[c:15]3[c:16]([n:17][cH:18][c:19](-[c:32]4[cH:31][n:30][n:29]([CH3:28])[cH:33]4)[cH:20]3)[cH:22][cH:23]2)[cH:25]1)([CH3:26])[CH3:27]. Reactants: O=CC1=CC(O)=C(OC)C=C1 (Isovanillin), C([O-])([O-])=O.[K+].[K+] (Potassium carbonate), C1CC2CC1CC2Br (exo-2-bromonorbornane). Solvent: O (water). Conditions: temperature 80 celsius. Product: C12C(CC(CC1)C2)OC=2C=C(C=O)C=CC2OC (3-(Bicyclo[2.2.1]hept-2-yloxy)-4-Methoxybenzaldehyde). Yield: 87.2%. As a reaction SMILES: [O:1]=[CH:2][C:3]1[CH:11]=[CH:10][C:7]([O:8][CH3:9])=[C:5]([OH:6])[CH:4]=1.C(=O)([O-])[O-].[K+].[K+].[CH2:18]1[CH:22]2[CH2:23][CH:24](Br)[CH:20]([CH2:21]2)[CH2:19]1>O>[CH:20]12[CH2:21][CH:22]([CH2:23][CH2:24]1)[CH2:18][CH:19]2[O:6][C:5]1[CH:4]=[C:3]([CH:11]=[CH:10][C:7]=1[O:8][CH3:9])[CH:2]=[O:1] |f:1.2.3|. Procedure: Isovanillin (50 g, 0.328 mol) is placed in a 1 liter round bottom flask which is equipped with a stir bar and reflux condensor and is charged with 500 ml of dimethylformamimde. Potassium carbonate (45.3 g, 0.328 mol) is added to the reaction mixture which is heated to 80° C. At this temperature exo-2-bromonorbornane (12.57 g, 0.072 mol, 0.219 equivalents) is added and the reaction mixture is heated to 120° C. for 48 hours. The reaction is then cooled to room temperature and poured into 300 ml of...